Dataset: the Open Reaction Database (ORD), a public repository of structured organic reaction records. Task: describe an organic reaction: reactants, conditions, products, and yield The reactants are FCC(C(CBr)=O)(C)CF (3,3-bisfluoromethyl-1-bromo-butan-2-one), N1N=CN=C1 (1,2,4-triazole), C([O-])([O-])=O.[K+].[K+] (potassium carbonate). The solvent is C(C)O (ethanol). Reaction conditions: temperature 40 celsius, time 8 hour. The product is FCC(C(CN1N=CN=C1)=O)(C)CF (3,3-bisfluoromethyl-1-(1,2,4-triazol-1-yl)-butan-2-one). Yield: 36.3%. As a reaction SMILES: [F:1][CH2:2][C:3]([CH2:9][F:10])([CH3:8])[C:4](=[O:7])[CH2:5]Br.[NH:11]1[CH:15]=[N:14][CH:13]=[N:12]1.C(=O)([O-])[O-].[K+].[K+]>C(O)C>[F:1][CH2:2][C:3]([CH2:9][F:10])([CH3:8])[C:4](=[O:7])[CH2:5][N:11]1[CH:15]=[N:14][CH:13]=[N:12]1 |f:2.3.4|. Reported procedure: 215 g (1 mole) of crude 3,3-bisfluoromethyl-1-bromo-butan-2-one were added dropwise to 84 g (1.2 moles) of 1,2,4-triazole and 165 g (1.2 moles) of ground potassium carbonate in 1 liter of ethanol at 30° to 35° C. The mixture was subsequently stirred at 40° C. overnight, the insoluble material was then filtered off and the filtrate was concentrated. The oily residue was extracted with methylene chloride and water and the extract was dried over sodium sulphate and concentrated. The residue was tak... Reactants: OCCC1N(CCC1)C(=O)OC(C)(C)C (Tert-butyl 2-(2-hydroxyethyl)pyrrolidine-1-carboxylate), C1(=CC=CC=C1)P(C1=CC=CC=C1)C1=CC=CC=C1 (triphenyl phosphine), N(=NC(=O)OCC)C(=O)OCC (diethyl azodicarboxylate), CN1N=C(C=C1)NC1=NC=NC2=CC=C(C=C12)OC1=CC=C(C=N1)O (6-({4-[(1-methyl-1H-pyrazol-3-yl)amino]quinazolin-6-yl}oxy)pyridin-3-ol). Solvent: C(Cl)(Cl)Cl (chloroform), O1CCCC1 (tetrahydrofuran). Run at time 30 minute. The product is CN1N=C(C=C1)NC1=NC=NC2=CC=C(C=C12)OC1=CC=C(C=N1)OCCC1N(CCC1)C(=O)OC(C)(C)C (tert-butyl 2-(2-{[6-({4-[(1-methyl-1H-pyrazol-3-yl)amino]quinazolin-6-yl}oxy)pyridin-3-yl]oxy}ethyl)pyrrolidine-1-carboxylate). The yield is 90.9%. Reaction SMILES: [OH:1][CH2:2][CH2:3][CH:4]1[CH2:8][CH2:7][CH2:6][N:5]1[C:9]([O:11][C:12]([CH3:15])([CH3:14])[CH3:13])=[O:10].C1(P(C2C=CC=CC=2)C2C=CC=CC=2)C=CC=CC=1.N(C(OCC)=O)=NC(OCC)=O.[CH3:47][N:48]1[CH:52]=[CH:51][C:50]([NH:53][C:54]2[C:63]3[C:58](=[CH:59][CH:60]=[C:61]([O:64][C:65]4[N:70]=[CH:69][C:68](O)=[CH:67][CH:66]=4)[CH:62]=3)[N:57]=[CH:56][N:55]=2)=[N:49]1>C(Cl)(Cl)Cl.O1CCCC1>[CH3:47][N:48]1[CH:52]=[CH:51][C:50]([NH:53][C:54]2[C:63]3[C:58](=[CH:59][CH:60]=[C:61]([O:64][C:65]4[N:70]=[CH:69][C:68]([O:1][CH2:2][CH2:3][CH:4]5[CH2:8][CH2:7][CH2:6][N:5]5[C:9]([O:11][C:12]([CH3:15])([CH3:14])[CH3:13])=[O:10])=[CH:67][CH:66]=4)[CH:62]=3)[N:57]=[CH:56][N:55]=2)=[N:49]1. Reported procedure: Tert-butyl 2-(2-hydroxyethyl)pyrrolidine-1-carboxylate (260 mg, 1.2 mmol), triphenyl phosphine (310 mg, 1.2 mmol) and diethyl azodicarboxylate (0.19 mmol, 1.2 mmol) were added to a tetrahydrofuran solution (6 ml) of 6-({4-[(1-methyl-1H-pyrazol-3-yl)amino]quinazolin-6-yl}oxy)pyridin-3-ol (200 mg, 0.60 mmol) obtained in Example 6, and the reaction solution was stirred at room temperature for 30 minutes. The reaction solution was diluted with chloroform, the organic layer was washed with water and ...